This data is from the Open Reaction Database (ORD), a public repository of structured organic reaction records. The task is: describe an organic reaction: reactants, conditions, products, and yield Product: O1CCCC2=C1C(=C1C=CC=CN21)C(=O)OCC (Ethyl 3,4-dihydro-2H-pyrano[2,3-b]indolizine-10-carboxylate). Reactants: [Br-].C(C)OC(=O)C[N+]1=C(C=CC=C1)CC(=O)OCC (1,2-di-[(ethoxycarbonyl)methyl]pyridinium bromide), BrCCCBr (1,3-dibromopropane), [OH-].[K+] (potassium hydroxide). Procedure details: A solution of 1,2-di-[(ethoxycarbonyl)methyl]pyridinium bromide (1.5 g, 0.0045 mole) and 1,3-dibromopropane (0.45 ml, 0.0045 mole) in ethanol (10 ml) was added over 5 minutes to a stirred solution of potassium hydroxide (0.75 g, 0.0134 mole) in ethanol (15 ml) at 5° C. The mixture was then allowed to warm upto room temperature and stir for 20 h. The reaction mixture was diluted with water (150 ml) and extracted with ethyl acetate (2×100 ml). The combined extracts were dried (Na2SO4) and concentr... Solvent: C(C)O (ethanol), C(C)O (ethanol), O (water). As a reaction SMILES: [Br-].[CH2:2]([O:4][C:5]([CH2:7][N+:8]1[CH:13]=[CH:12][CH:11]=[CH:10][C:9]=1[CH2:14][C:15]([O:17][CH2:18][CH3:19])=[O:16])=O)[CH3:3].Br[CH2:21]CCBr.[OH-].[K+]>C(O)C.O>[O:4]1[C:5]2[C:14]([C:15]([O:17][CH2:18][CH3:19])=[O:16])=[C:9]3[N:8]([C:7]=2[CH2:21][CH2:3][CH2:2]1)[CH:13]=[CH:12][CH:11]=[CH:10]3 |f:0.1,3.4|. Reaction conditions: time 20 hour. Reactants: [C-]#N.[Na+] (sodium cyanide), C(C1=CC=CC=C1)(=O)Cl (benzoyl chloride), C(C)#N (acetonitrile), [Cu]C#N (copper (I) cyanide), [C-]#N.[Na+] (sodium cyanide). The solvent is C=1(C(=CC=CC1)C)C (xylene). Run at temperature 112 celsius, time 90 minute. The product is C(C1=CC=CC=C1)(=O)C#N (benzoyl cyanide). Isolated yield 93.0%. RXN SMILES: [C:1](Cl)(=[O:8])[C:2]1[CH:7]=[CH:6][CH:5]=[CH:4][CH:3]=1.[C:10](#[N:12])C.[Cu]C#N.[C-]#N.[Na+]>C1(C)C(C)=CC=CC=1>[C:1]([C:10]#[N:12])(=[O:8])[C:2]1[CH:7]=[CH:6][CH:5]=[CH:4][CH:3]=1 |f:3.4|. Reported procedure: There were present in a reaction vessel provided with a reflux condenser a mixture of 141 grams (1.0 mole) of benzoyl chloride and 25 ml of acetonitrile and the mixture was heated to 112° C. Then there were added in the course of 60 minutes a suspension of 9 grams of copper (I) cyanide (0.1 mole) and 44 grams of sodium cyanide (1.1 mole) in 79 ml of xylene. The sodium cyanide had 13% with a particle size below 0.1 mm, 41% with a particle size between 0.1 and 0.2 mm, 23% with a particle size betw... The reactants are NC1=NNC(=N1)SCC1=CC=CC=C1 (3-amino-5-benzylthio-1,2,4-triazole), CC(C(CC=O)=O)C (4-methyl-3-oxopentanal). The product is C(C1=CC=CC=C1)SC1=NN2C(N=C(C=C2)C(C)C)=N1 (2-benzylthio-5-isopropyl-1,2,4-triazolo[1,5-a]pyrimidine). The yield is 96.0%. As a reaction SMILES: [NH2:1][C:2]1[N:6]=[C:5]([S:7][CH2:8][C:9]2[CH:14]=[CH:13][CH:12]=[CH:11][CH:10]=2)[NH:4][N:3]=1.[CH3:15][CH:16]([CH3:22])[C:17](=O)[CH2:18][CH:19]=O>>[CH2:8]([S:7][C:5]1[N:6]=[C:2]2[N:1]=[C:17]([CH:16]([CH3:22])[CH3:15])[CH:18]=[CH:19][N:3]2[N:4]=1)[C:9]1[CH:10]=[CH:11][CH:12]=[CH:13][CH:14]=1. Reported procedure: This material was prepared in 96% yield from 3-amino-5-benzylthio-1,2,4-triazole and 4-methyl-3-oxopentanal following the general procedure described in Example 7. The desired product was isolated as a solid, m.p. 65°-66° C. IR and 1H NMR were in agreement with the assigned structure. The reactants are methylamino, [N+](=O)([O-])C=1C=NC(=CC1)NC (3-Nitro-6-methylaminopyridine), [H][H] (hydrogen). Reagents/catalysts: [Pt]=O (platinum oxide). Run in C(C)O (ethanol). The product is NC=1C=NC(=CC1)NC (3-Amino-6-methylaminopyridine). RXN SMILES: [N+:1]([C:4]1[CH:5]=[N:6][C:7]([NH:10][CH3:11])=[CH:8][CH:9]=1)([O-])=O.[H][H]>[Pt]=O.C(O)C>[NH2:1][C:4]1[CH:5]=[N:6][C:7]([NH:10][CH3:11])=[CH:8][CH:9]=1. Reported procedure: To 40 ml of an ethanol solution of the methylamino compound (4 g) obtained in (a) described above was added, 400 mg of platinum oxide, followed by reaction in an atmosphere of hydrogen at room temperature for 15 hours. The solvent was thereafter removed by distallation, and the residue was purified by silica gel column chromatography (eluent: chloroform, and subsequently chloroform: methanol=20:1 (v/v)) to obtain 320 mg of the intended product as brown crystals. Reactants: ClC1=C2C(=NC3=CC=CC=C13)N(N=C2)CC (4-chloro-1-ethyl-1H-pyrazolo[3,4-b]quinoline), CS(=O)C (DMSO), C12(CC3CC(CC(C1)C3)C2)CN (adamantylmethylamine), CS(=O)(=O)O.CO (methanesulfonic acid methanol). Solvent: O (water). Conditions: temperature 110 celsius. The product is C(C)N1N=CC=2C1=NC1=CC=CC=C1C2NCC21CC3CC(CC(C2)C3)C1 (1-ethyl-N-(adamantylmethyl)-1H-pyrazolo[3,4-b]quinolin-4-amine). Yield: 18.6%. Reaction SMILES: Cl[C:2]1[C:11]2[C:6](=[CH:7][CH:8]=[CH:9][CH:10]=2)[N:5]=[C:4]2[N:12]([CH2:15][CH3:16])[N:13]=[CH:14][C:3]=12.CS(C)=O.[C:21]12([CH2:31][NH2:32])[CH2:30][CH:25]3[CH2:26][CH:27]([CH2:29][CH:23]([CH2:24]3)[CH2:22]1)[CH2:28]2.CS(O)(=O)=O.CO>O>[CH2:15]([N:12]1[C:4]2=[N:5][C:6]3[C:11]([C:2]([NH:32][CH2:31][C:21]45[CH2:30][CH:25]6[CH2:24][CH:23]([CH2:29][CH:27]([CH2:26]6)[CH2:28]4)[CH2:22]5)=[C:3]2[CH:14]=[N:13]1)=[CH:10][CH:9]=[CH:8][CH:7]=3)[CH3:16] |f:3.4|. Procedure details: A mixture of 4-chloro-1-ethyl-1H-pyrazolo[3,4-b]quinoline (1 g), DMSO (3 ml) and adamantylmethylamine (1 g) was heated at 110° C. overnight. The reaction mixture was poured into water, and a precipitate formed which was collected by filtration and dried to afford the product as a free base. The free base was treated with methanesulfonic acid/methanol, the methanol was evaporated and the salt was recrystallized from 2-propanol to afford 290 mg of 1-ethyl-N-(adamantylmethyl)-1H-pyrazolo[3,4-b]quin...